This data is from the Open Reaction Database (ORD), a public repository of structured organic reaction records. The task is: describe an organic reaction: reactants, conditions, products, and yield Starting materials: NCC1=CC=C(C=C1)C1=CC=CC=2N=C(OC21)NC2=CC(=C(C(=C2)OC)OC)OC ([7-(4-aminomethyl-phenyl)-benzooxazol-2-yl]-(3,4,5-trimethoxy-phenyl)-amine), C(C)(=O)Cl (acetyl chloride). Solvent: N1=CC=CC=C1 (pyridine). Conditions: time 1.5 hour. Yields the product COC=1C=C(C=C(C1OC)OC)NC=1OC2=C(N1)C=CC=C2C2=CC=C(CNC(C)=O)C=C2 (N-{4-[2-(3,4,5-Trimethoxy-phenylamino)-benzooxazol-7-yl]-benzyl}-acetamide). Reaction SMILES: [NH2:1][CH2:2][C:3]1[CH:8]=[CH:7][C:6]([C:9]2[C:17]3[O:16][C:15]([NH:18][C:19]4[CH:24]=[C:23]([O:25][CH3:26])[C:22]([O:27][CH3:28])=[C:21]([O:29][CH3:30])[CH:20]=4)=[N:14][C:13]=3[CH:12]=[CH:11][CH:10]=2)=[CH:5][CH:4]=1.[C:31](Cl)(=[O:33])[CH3:32]>N1C=CC=CC=1>[CH3:26][O:25][C:23]1[CH:24]=[C:19]([NH:18][C:15]2[O:16][C:17]3[C:9]([C:6]4[CH:7]=[CH:8][C:3]([CH2:2][NH:1][C:31](=[O:33])[CH3:32])=[CH:4][CH:5]=4)=[CH:10][CH:11]=[CH:12][C:13]=3[N:14]=2)[CH:20]=[C:21]([O:29][CH3:30])[C:22]=1[O:27][CH3:28]. Procedure: A mixture of 0.070 g (0.173 mmol) [7-(4-aminomethyl-phenyl)-benzooxazol-2-yl]-(3,4,5-trimethoxy-phenyl)-amine (example 29), 1 ml pyridine and 0.016 g (0.199 mmol) acetyl chloride is stirred for 1.5 h at room temperature. Then the reaction mixture is poured on water and extracted 2× with EtOAc. The combined organic layers are washed with water and 0.1N NaOH solution, dried over MgSO4, filtered and the filtrate is concentrated in vacuo and co-evaporated twice with toluene. The residue is purified ...